From a dataset of the Open Reaction Database (ORD), a public repository of structured organic reaction records. describe an organic reaction: reactants, conditions, products, and yield Reactants: NC1=C2C=CC(OC2=CC(=C1)OC)(C)C (5-amino-7-methoxy-2,2-dimethylchromene), ClC=1C(=CC2=CC=CC=C2C1[N+](=O)[O-])C(=O)O (3-Chloro-4-nitro-2-naphthalenecarboxylic Acid), C(C)(=O)[O-].[K+] (potassium acetate), CC(C)O (2-propanol). The reagents and catalysts are CC(=O)[O-].CC(=O)[O-].[Cu+2].O (Cu(OAc)2.H2O). Solvent: C(C)N(CC)CC (triethylamine). Product: CC1(OC2=CC(=CC(=C2C=C1)NC=1C(=CC2=CC=CC=C2C1[N+](=O)[O-])C(=O)O)OC)C (3-[(2,2-Dimethyl-7-methoxy-2H-chromen-5-yl)amino]-4-nitro-2-naphthalene-carboxylic Acid). RXN SMILES: [NH2:1][C:2]1[CH:11]=[C:10]([O:12][CH3:13])[CH:9]=[C:8]2[C:3]=1[CH:4]=[CH:5][C:6]([CH3:15])([CH3:14])[O:7]2.Cl[C:17]1[C:18]([C:30]([OH:32])=[O:31])=[CH:19][C:20]2[C:25]([C:26]=1[N+:27]([O-:29])=[O:28])=[CH:24][CH:23]=[CH:22][CH:21]=2.C([O-])(=O)C.[K+].CC(O)C>CC([O-])=O.CC([O-])=O.[Cu+2].O.C(N(CC)CC)C>[CH3:14][C:6]1([CH3:15])[CH:5]=[CH:4][C:3]2[C:8](=[CH:9][C:10]([O:12][CH3:13])=[CH:11][C:2]=2[NH:1][C:17]2[C:18]([C:30]([OH:32])=[O:31])=[CH:19][C:20]3[C:25]([C:26]=2[N+:27]([O-:29])=[O:28])=[CH:24][CH:23]=[CH:22][CH:21]=3)[O:7]1 |f:2.3,5.6.7.8|. Procedure: To 3.3 g of 5-amino-7-methoxy-2,2-dimethylchromene there are added 3 g of the compound obtained in Step 3 above, 3.4 g of potassium acetate, 375 mg of Cu(OAc)2.H2O and 120 ml of 2-propanol containing 3.8 ml of triethylamine. The solution is refluxed for 5 days and is then evaporated under reduced pressure. The residue is taken up in a 1/1 mixture of dichloromethane and 1N aqueous HCl solution. After extraction of the aqueous phase, the combined organic phases are treated in customary manner. Chr... Reactants: CC(=CC(=O)O)C (3,3-dimethylacrylic acid), ice, Cl (HCl), [Cl-].[Al+3].[Cl-].[Cl-] (Aluminum chloride), C1(=CC=CC=C1)OC (anisole). The solvent is ClCCl (Dichloromethane). Conditions: time 10 minute. The product is COC1=CC=C(C=C1)C(CC(=O)O)(C)C (3-(4-methoxyphenyl)-3-methylbutanoic acid). Reaction SMILES: [CH3:1][C:2]([CH3:7])=[CH:3][C:4]([OH:6])=[O:5].[C:8]1([O:14][CH3:15])[CH:13]=[CH:12][CH:11]=[CH:10][CH:9]=1.[Cl-].[Al+3].[Cl-].[Cl-].Cl>ClCCl>[CH3:15][O:14][C:8]1[CH:13]=[CH:12][C:11]([C:2]([CH3:7])([CH3:1])[CH2:3][C:4]([OH:6])=[O:5])=[CH:10][CH:9]=1 |f:2.3.4.5|. Procedure: In a dry flask was placed 3,3-dimethylacrylic acid (2.064 ml, 19.98 mmol). Dichloromethane (20 ml) and anisole (4.36 ml, 40.0 mmol) were added. Aluminum chloride (10.65 g, 80 mmol) was added in a single portion. After stirring at room temperature for 10 minutes, the reaction was heated to 65° C. After 2 hours, the reaction was cooled to room temperature and poured carefully onto 150 g of ice and 50 mL of concentrated HCl. The aqueous layer was extracted with CHCl3 (3×50 mL). The combined organic... Reactants: CO, CNC, Cl, Nc1nc(Cl)cc(CCl)n1, [Na]. Product: CN(C)c1cc(CCl)nc(N)n1. RXN SMILES: [CH3:16][OH:17].[CH3:2][NH:3][CH3:4].[ClH:1].[NH2:6][c:7]1[n:8][c:9]([CH2:14][Cl:15])[cH:10][c:11]([Cl:13])[n:12]1.[Na:5]>>[CH3:2][N:3]([CH3:4])[c:11]1[cH:10][c:9]([CH2:14][Cl:15])[n:8][c:7]([NH2:6])[n:12]1. Procedure: N-((S)-2-((3R,5R,6S)-5-(3-chlorophenyl)-6-(4-chlorophenyl)-2-oxo-3-(2-oxoethyl)-3-(2-((triisopropylsilyl)oxy)ethyl)piperidin-1-yl)butyl)-N-methylcyclopropanesulfonamide (Example 408, Step F) and morpholine were combined according to a procedure similar to the one described in Example 91, Step F. Purification by chromatography on silica gel (eluent: 50 to 100% EtOAc/DCM, gradient elution over 15 min) provided the title compound as a clear, colorless glass. As a reaction SMILES: [Cl:1][C:2]1[CH:3]=[C:4]([C@@H:8]2[C@@H:13]([C:14]3[CH:19]=[CH:18][C:17]([Cl:20])=[CH:16][CH:15]=3)[N:12]([C@@H:21]([CH2:31][CH3:32])[CH2:22][N:23]([CH3:30])[S:24]([CH:27]3[CH2:29][CH2:28]3)(=[O:26])=[O:25])[C:11](=[O:33])[C@@:10]([CH2:47][CH:48]=O)([CH2:34][CH2:35][O:36][Si:37]([CH:44]([CH3:46])[CH3:45])([CH:41]([CH3:43])[CH3:42])[CH:38]([CH3:40])[CH3:39])[CH2:9]2)[CH:5]=[CH:6][CH:7]=1.[NH:50]1[CH2:55][CH2:54][O:53][CH2:52][CH2:51]1>>[Cl:1][C:2]1[CH:3]=[C:4]([C@@H:8]2[C@@H:13]([C:14]3[CH:15]=[CH:16][C:17]([Cl:20])=[CH:18][CH:19]=3)[N:12]([C@@H:21]([CH2:31][CH3:32])[CH2:22][N:23]([CH3:30])[S:24]([CH:27]3[CH2:28][CH2:29]3)(=[O:25])=[O:26])[C:11](=[O:33])[C@@:10]([CH2:47][CH2:48][N:50]3[CH2:55][CH2:54][O:53][CH2:52][CH2:51]3)([CH2:34][CH2:35][O:36][Si:37]([CH:38]([CH3:40])[CH3:39])([CH:44]([CH3:46])[CH3:45])[CH:41]([CH3:43])[CH3:42])[CH2:9]2)[CH:5]=[CH:6][CH:7]=1. Reactants: ClC=1C=C(C=CC1)[C@H]1C[C@@](C(N([C@@H]1C1=CC=C(C=C1)Cl)[C@H](CN(S(=O)(=O)C1CC1)C)CC)=O)(CCO[Si](C(C)C)(C(C)C)C(C)C)CC=O (N-((S)-2-((3R,5R,6S)-5-(3-Chlorophenyl)-6-(4-chlorophenyl)-2-oxo-3-(2-oxoethyl)-3-(2-(triisopropylsilyloxy)ethyl)piperidin-1-yl)butyl)-N-methylcyclopropanesulfonamide), N1CCOCC1 (morpholine). Yields the product ClC=1C=C(C=CC1)[C@H]1C[C@@](C(N([C@@H]1C1=CC=C(C=C1)Cl)[C@H](CN(S(=O)(=O)C1CC1)C)CC)=O)(CCO[Si](C(C)C)(C(C)C)C(C)C)CCN1CCOCC1 (N-((S)-2-((3S,5R,6S)-5-(3-Chlorophenyl)-6-(4-chlorophenyl)-3-(2-morpholinoethyl)-2-oxo-3-(2-(triisopropylsilyloxy)ethyl)piperidin-1-yl)butyl)-N-methylcyclopropanesulfonamide). Yields the product COC1=CC=C2CCC(NC2=C1)=O (7-Methoxy-3,4-dihydro-1H-quinolin-2-one). Reagents/catalysts: [Pd] (Pd/C). The yield is 43.4%. Run at time 12 hour. Reported procedure: A solution of 3-(4-methoxy-2-nitro-phenyl)-acrylic acid methyl ester (4.00 g, 16.9 mmol) in MeOH (100 mL) and EtOAc (20 mL) is added a slurry of Pd/C (200 mg) in EtOH (20 mL). The suspension is hydrogenated under a pressure of 60 psi for 12 hours. The mixture is then filter through a pad of celite and the filtrate is concentrated and purified on silica gel chromatography column with 30-40-50% EtOAc/Hexanes to obtain the title product (1.30 g, 43%) and an uncyclized by-product (0.60 g). Reaction SMILES: C[O:2][C:3](=O)[CH:4]=[CH:5][C:6]1[CH:11]=[CH:10][C:9]([O:12][CH3:13])=[CH:8][C:7]=1[N+:14]([O-])=O>CO.CCOC(C)=O.CCO.[Pd]>[CH3:13][O:12][C:9]1[CH:8]=[C:7]2[C:6]([CH2:5][CH2:4][C:3](=[O:2])[NH:14]2)=[CH:11][CH:10]=1. The solvent is CO (MeOH), CCOC(=O)C (EtOAc), CCO (EtOH). Starting materials: COC(C=CC1=C(C=C(C=C1)OC)[N+](=O)[O-])=O (3-(4-methoxy-2-nitro-phenyl)-acrylic acid methyl ester). Reactants: O=C(O)Cc1ccc(OCc2ccccc2C(=O)O)cc1, CCO, [Na+], [OH-], O. Product: O=C(O)Cc1ccc2c(c1)C(=O)c1ccccc1CO2. RXN SMILES: [C:4](=[O:5])([OH:6])[c:7]1[c:8]([CH2:9][O:10][c:11]2[cH:12][cH:13][c:14]([CH2:17][C:18](=[O:19])[OH:20])[cH:15][cH:16]2)[cH:21][cH:22][cH:23][cH:24]1.[CH3:1][CH2:2][OH:3].[Na+:26].[OH-:25].[OH2:27]>>[C:4]1(=[O:6])[c:7]2[c:8]([cH:21][cH:22][cH:23][cH:24]2)[CH2:9][O:10][c:11]2[c:12]1[cH:13][c:14]([CH2:17][C:18](=[O:19])[OH:20])[cH:15][cH:16]2. Reactants: FC1=C(C=CC=C1)S(=O)(=O)NC1=CC=C2C3C(COC2=C1C(=O)O)C3 ((1aRS,7bSR)-5-(2-fluorobenzenesulfonylamino)-1,1a,2,7b-tetrahydrocyclopropa-[c]chromene-4-carboxylic acid), C(C)N1C[C@H](CC1)CCN (2-((S)-1-ethylpyrrolidin-3-yl)ethylamine), FC1=C(C=CC=C1)S(=O)(=O)NC1=CC=C2C3C(COC2=C1C(=O)O)C3 ((1aRS,7bSR)-5-(2-fluorobenzenesulfonylamino)-1,1a,2,7b-tetrahydrocyclopropa-[c]chromene-4-carboxylic acid), C(C)N1C[C@H](CC1)CCN (2-((S)-1-ethylpyrrolidin-3-yl)ethylamine). The product is C(C)N1C[C@H](CC1)CCNC1=C(C=CC=C1)S(=O)(=O)NC1=CC=C2C3C(COC2=C1C(=O)O)C3 ((1aRS,7bSR)-5-{2-[2-((S)-1-Ethylpyrrolidin-3-yl)ethylamino]benzenesulfonyl-amino}-1,1a,2,7b-tetrahydrocyclopropa[c]chromene-4-carboxylic acid). RXN SMILES: F[C:2]1[CH:7]=[CH:6][CH:5]=[CH:4][C:3]=1[S:8]([NH:11][C:12]1[C:21]([C:22]([OH:24])=[O:23])=[C:20]2[C:15]([CH:16]3[CH2:25][CH:17]3[CH2:18][O:19]2)=[CH:14][CH:13]=1)(=[O:10])=[O:9].[CH2:26]([N:28]1[CH2:32][CH2:31][C@H:30]([CH2:33][CH2:34][NH2:35])[CH2:29]1)[CH3:27]>>[CH2:26]([N:28]1[CH2:32][CH2:31][C@H:30]([CH2:33][CH2:34][NH:35][C:2]2[CH:7]=[CH:6][CH:5]=[CH:4][C:3]=2[S:8]([NH:11][C:12]2[C:21]([C:22]([OH:24])=[O:23])=[C:20]3[C:15]([CH:16]4[CH2:25][CH:17]4[CH2:18][O:19]3)=[CH:14][CH:13]=2)(=[O:10])=[O:9])[CH2:29]1)[CH3:27]. Reported procedure: Prepared by proceeding in a similar manner to Example 58, starting from (1aRS,7bSR)-5-(2-fluorobenzenesulfonylamino)-1,1a,2,7b-tetrahydrocyclopropa-[c]chromene-4-carboxylic acid (Intermediate 67) and 2-((S)-1-ethylpyrrolidin-3-yl)ethylamine (Intermediate 208). The reactants are C(C)(C)(C)OC(=O)N1CC(CC1)(C(=O)C=1C=C2C(C(NC2=CC1)=O)(Br)Br)CC1=CC=CC=C1 (3-benzyl-3-(3,3-dibromo-2-oxo-2,3-dihydro-1H-indole-5-carbonyl)-pyrrolidine-1-carboxylic acid tert-butyl ester). As a reaction SMILES: [C:1]([O:5][C:6]([N:8]1[CH2:12][CH2:11][C:10]([CH2:27][C:28]2[CH:33]=[CH:32][CH:31]=[CH:30][CH:29]=2)([C:13]([C:15]2[CH:16]=[C:17]3[C:21](=[CH:22][CH:23]=2)[NH:20][C:19](=[O:24])[C:18]3(Br)Br)=[O:14])[CH2:9]1)=[O:7])([CH3:4])([CH3:3])[CH3:2]>C(O)(=O)C.[Zn]>[C:1]([O:5][C:6]([N:8]1[CH2:12][CH2:11][C:10]([CH2:27][C:28]2[CH:29]=[CH:30][CH:31]=[CH:32][CH:33]=2)([C:13]([C:15]2[CH:16]=[C:17]3[C:21](=[CH:22][CH:23]=2)[NH:20][C:19](=[O:24])[CH2:18]3)=[O:14])[CH2:9]1)=[O:7])([CH3:4])([CH3:2])[CH3:3]. Reported procedure: Zinc powder (130 mg, 2.00 mmol) was added to a solution of 3-benzyl-3-(3,3-dibromo-2-oxo-2,3-dihydro-1H-indole-5-carbonyl)-pyrrolidine-1-carboxylic acid tert-butyl ester (115 mg, 0.20 mmol) in acetic acid (4 mL). The reaction mixture was stirred vigorously at room temperature for 1 hour. Solids were removed by filtration, and the filtrate was concentrate under reduced pressure to give 3-benzyl-3-(2-oxo-2,3-dihydro-1H-indole-5-carbonyl)-pyrrolidine-1-carboxylic acid tert-butyl ester as a foam. Th... Run at time 1 hour. The reagents and catalysts are [Zn] (Zinc). Solvent: C(C)(=O)O (acetic acid). The product is C(C)(C)(C)OC(=O)N1CC(CC1)(C(=O)C=1C=C2CC(NC2=CC1)=O)CC1=CC=CC=C1 (3-benzyl-3-(2-oxo-2,3-dihydro-1H-indole-5-carbonyl)-pyrrolidine-1-carboxylic acid tert-butyl ester). Reactants: CC1(OB(OC1(C)C)C=1C=NNC1)C (4-(4,4,5,5-tetramethyl-1,3,2-dioxaborolan-2-yl)-1H-pyrazole), C(C)#N (acetonitrile), C1(CC1)/C=C/C#N ((E)-3-cyclopropylacrylonitrile), N12CCCCCC2=NCCC1 (1,8-diazabicyclo[5.4.0]undec-7-ene). Conditions: time 8 hour. Product: C1(CC1)C(CC#N)N1N=CC(=C1)B1OC(C(O1)(C)C)(C)C (3-cyclopropyl-3-(4-(4,4,5,5-tetramethyl-1,3,2-dioxaborolan-2-yl)-1H-pyrazol-1-yl)propanenitrile), mixture. Isolated yield 73.0%. As a reaction SMILES: [CH3:1][C:2]1([CH3:14])[C:6]([CH3:8])([CH3:7])[O:5][B:4]([C:9]2[CH:10]=[N:11][NH:12][CH:13]=2)[O:3]1.C(#N)C.[CH:18]1(/[CH:21]=[CH:22]/[C:23]#[N:24])[CH2:20][CH2:19]1.N12CCCN=C1CCCCC2>>[CH:18]1([CH:21]([N:12]2[CH:13]=[C:9]([B:4]3[O:5][C:6]([CH3:7])([CH3:8])[C:2]([CH3:14])([CH3:1])[O:3]3)[CH:10]=[N:11]2)[CH2:22][C:23]#[N:24])[CH2:20][CH2:19]1. Procedure: To a solution of 4-(4,4,5,5-tetramethyl-1,3,2-dioxaborolan-2-yl)-1H-pyrazole (10.0 g, 0.0515 mol) in acetonitrile (129 mL, 2.46 mol) was added (E)-3-cyclopropylacrylonitrile (5.75 g, 0.0617 mol), followed by 1,8-diazabicyclo[5.4.0]undec-7-ene (3.85 mL, 0.0258 mol). The resulting mixture was stirred at room temperature overnight, and evaporated to dryness. The mixture was purified on silica gel, eluting with 0 to 80% EtOAc in hexanes, to give the desired product as racemic mixture (10.8 g, 73.0%)... Product: C(C)C1=NN=C2N1C1=CC(=C(C=C1NC2=O)Cl)Cl (1-Ethyl-7,8-dichloro-1,2,4triazolo-[4,3-a]quinoxalin-4(5H)-one). Run in O (H2O). Run at temperature 50 celsius. Procedure: The triazole (3) (1.5 g, 5.64 mmol) was added to 47 ml of HOAc, and then 14 ml 30% H2O2 added. The mixture was warmed 4 hours at 50° C., then cooled to room temperature and poured into H2O. The precipitate was filtered and dried, yielding 1.09 g of 1-ethyl-7,8-dichloro-1,2,4-triazolo[4,3-a]quinoxalin-4(5H)-one (4). As a reaction SMILES: [CH2:1]([C:3]1[N:7]2[C:8]3[C:13]([N:14]=[CH:15][C:6]2=[N:5][N:4]=1)=[CH:12][C:11]([Cl:16])=[C:10]([Cl:17])[CH:9]=3)[CH3:2].CC(O)=[O:20].OO>O>[CH2:1]([C:3]1[N:7]2[C:8]3[C:13]([NH:14][C:15](=[O:20])[C:6]2=[N:5][N:4]=1)=[CH:12][C:11]([Cl:16])=[C:10]([Cl:17])[CH:9]=3)[CH3:2]. Reactants: C(C)C1=NN=C2N1C1=CC(=C(C=C1N=C2)Cl)Cl (1-ethyl-7,8 dichloro-1,2,4-triazolo[4,3-a]quinoxaline), CC(=O)O (HOAc), OO (H2O2).